This data is from the Open Reaction Database (ORD), a public repository of structured organic reaction records. The task is: describe an organic reaction: reactants, conditions, products, and yield Yield: 92.0%. Reactants: C(C1=CC=CC=C1)OC1=CC(N(C=C1)CC(=O)C1=C(C=C(C=C1)CBr)C)=O (4-Benzyloxy-1-[2-(4-bromomethyl-2-methyl-phenyl)-2-oxo-ethyl]-1H-pyridin-2-one), FC=1C=CC(=NC1)COC1=CC(N(N=C1)CC(=O)C1=C(C=C(C=C1)CO)C)=O (5-(5-Fluoro-pyridin-2-ylmethoxy)-2-[2-(4-hydroxymethyl-2-methyl-phenyl)-2-oxo-ethyl]-2H-pyridazin-3-one), C(C1=CC=CC=C1)OC1=CC(N(C=C1)CC(=O)C1=C(C=C(C=C1)CO)C)=O (4-Benzyloxy-1-[2-(4-hydroxymethyl-2-methyl-phenyl)-2-oxo-ethyl]-1H-pyridin-2-one). As a reaction SMILES: C(OC1C=CN(CC(C2C=CC(C[Br:25])=CC=2C)=O)C(=O)C=1)C1C=CC=CC=1.[F:28][C:29]1[CH:30]=[CH:31][C:32]([CH2:35][O:36][C:37]2[CH:42]=[N:41][N:40]([CH2:43][C:44]([C:46]3[CH:51]=[CH:50][C:49]([CH2:52]O)=[CH:48][C:47]=3[CH3:54])=[O:45])[C:39](=[O:55])[CH:38]=2)=[N:33][CH:34]=1.C(OC1C=CN(CC(C2C=CC(CO)=CC=2C)=O)C(=O)C=1)C1C=CC=CC=1>>[Br:25][CH2:52][C:49]1[CH:50]=[CH:51][C:46]([C:44](=[O:45])[CH2:43][N:40]2[C:39](=[O:55])[CH:38]=[C:37]([O:36][CH2:35][C:32]3[CH:31]=[CH:30][C:29]([F:28])=[CH:34][N:33]=3)[CH:42]=[N:41]2)=[C:47]([CH3:54])[CH:48]=1. Procedure: 2-[2-(4-Bromomethyl-2-methyl-phenyl)-2-oxo-ethyl]-5-(5-fluoro-pyridin-2-ylmethoxy)-2H-pyridazin-3-one is prepared following preparation 1d employing 5-(5-fluoro-pyridin-2-ylmethoxy)-2-[2-(4-hydroxymethyl-2-methyl-phenyl)-2-oxo-ethyl]-2H-pyridazin-3-one (preparation 6a) instead of preparation 1c. Product: BrCC1=CC(=C(C=C1)C(CN1N=CC(=CC1=O)OCC1=NC=C(C=C1)F)=O)C (2-[2-(4-Bromomethyl-2-methyl-phenyl)-2-oxo-ethyl]-5-(5-fluoro-pyridin-2-ylmethoxy)-2H-pyridazin-3-one). The reactants are FC1=C(C(=CC=C1)F)C=1C=C2C(=NN(C2=CC1)C1OCCCC1)I (5-(2,6-difluorophenyl)-3-iodo-1-(tetrahydro-2H-pyran-2-yl)-1H-indazole), ClC1=NC=CC(=N1)[Sn](CCCC)(CCCC)CCCC (2-Chloro-4-tributylstannanyl-pyrimidine), N#N (N2). The reagents and catalysts are [Cu]I (CuI), C=1C=CC(=CC1)[P](C=2C=CC=CC2)(C=3C=CC=CC3)[Pd]([P](C=4C=CC=CC4)(C=5C=CC=CC5)C=6C=CC=CC6)([P](C=7C=CC=CC7)(C=8C=CC=CC8)C=9C=CC=CC9)[P](C=1C=CC=CC1)(C=1C=CC=CC1)C=1C=CC=CC1 (Pd(PPh3)4). Run in CN(C)C=O (DMF). Run at temperature 90 celsius. The product is ClC1=NC=CC(=N1)C1=NN(C2=CC=C(C=C12)C1=C(C=CC=C1F)F)C1OCCCC1 (3-(2-chloropyrimidin-4-yl)-5-(2,6-difluorophenyl)-1-(tetrahydro-2H-pyran-2-yl)-1H-indazole). The yield is 52.1%. RXN SMILES: [F:1][C:2]1[CH:7]=[CH:6][CH:5]=[C:4]([F:8])[C:3]=1[C:9]1[CH:10]=[C:11]2[C:15](=[CH:16][CH:17]=1)[N:14]([CH:18]1[CH2:23][CH2:22][CH2:21][CH2:20][O:19]1)[N:13]=[C:12]2I.[Cl:25][C:26]1[N:31]=[C:30]([Sn](CCCC)(CCCC)CCCC)[CH:29]=[CH:28][N:27]=1.N#N>CN(C=O)C.[Cu]I.C1C=CC([P]([Pd]([P](C2C=CC=CC=2)(C2C=CC=CC=2)C2C=CC=CC=2)([P](C2C=CC=CC=2)(C2C=CC=CC=2)C2C=CC=CC=2)[P](C2C=CC=CC=2)(C2C=CC=CC=2)C2C=CC=CC=2)(C2C=CC=CC=2)C2C=CC=CC=2)=CC=1>[Cl:25][C:26]1[N:31]=[C:30]([C:12]2[C:11]3[C:15](=[CH:16][CH:17]=[C:9]([C:3]4[C:2]([F:1])=[CH:7][CH:6]=[CH:5][C:4]=4[F:8])[CH:10]=3)[N:14]([CH:18]3[CH2:23][CH2:22][CH2:21][CH2:20][O:19]3)[N:13]=2)[CH:29]=[CH:28][N:27]=1 |^1:57,59,78,97|. Procedure details: To a solution of 5-(2,6-difluorophenyl)-3-iodo-1-(tetrahydro-2H-pyran-2-yl)-1H-indazole 14 (0.2 g, 0.45 mmol) and 2-Chloro-4-tributylstannanyl-pyrimidine 20a (0.27 g, 0.68 mmol) in DMF was bubbled N2 for 15 min and added CuI (0.052 g, 0.54 mmol) and Pd(PPh3)4 (0.1 g, 0.025 mmol). The reaction mixture was heated at 90° C. for 2 h and cooled to RT. The reaction mixture was quenched with water and precipitate was formed. The resulting precipitate was collected by filtration, washed with water, and ...